From a dataset of the Open Reaction Database (ORD), a public repository of structured organic reaction records. describe an organic reaction: reactants, conditions, products, and yield Reactants: FC(CO)(C)F (2,2-Difluoro-propan-1-ol), N1=CC=CC=C1 (Pyridine), C(C)#N (Acetonitrile), FC(S(=O)(=O)OS(=O)(=O)C(F)(F)F)(F)F (Trifluoromethanesulfonic anhydride), C([O-])([O-])=O.[K+].[K+] (Potassium carbonate), COC1=CC2=C(CCNCC2)C=C1[N+](=O)[O-] (7-Methoxy-8-nitro-2,3,4,5-tetrahydro-1H-benzo[d]azepine). Run at time 30 minute. The product is FC(CN1CCC2=C(CC1)C=C(C(=C2)[N+](=O)[O-])OC)(C)F (3-(2,2-Difluoro-propyl)-7-methoxy-8-nitro-2,3,4,5-tetrahydro-1H-benzo[d]azepine), solid. The yield is 78.0%. Reaction SMILES: [F:1][C:2]([F:6])([CH3:5])[CH2:3]O.N1C=CC=CC=1.C(#N)C.FC(F)(F)S(OS(C(F)(F)F)(=O)=O)(=O)=O.C(=O)([O-])[O-].[K+].[K+].[CH3:37][O:38][C:39]1[C:49]([N+:50]([O-:52])=[O:51])=[CH:48][C:42]2[CH2:43][CH2:44][NH:45][CH2:46][CH2:47][C:41]=2[CH:40]=1>>[F:1][C:2]([F:6])([CH3:5])[CH2:3][N:45]1[CH2:46][CH2:47][C:41]2[CH:40]=[C:39]([O:38][CH3:37])[C:49]([N+:50]([O-:52])=[O:51])=[CH:48][C:42]=2[CH2:43][CH2:44]1 |f:4.5.6|. Reported procedure: To mixture of 2,2-Difluoro-propan-1-ol (0.26 g, 0.0027 mol) and Pyridine (0.27 mL, 0.0034 mol) in Acetonitrile (25 mL, 0.48 mol) at 0-5° C. was added dropwise Trifluoromethanesulfonic anhydride (0.48 mL, 0.0028 mol). The mixture was stirred for 30 minutes then Potassium carbonate (0.37 g, 0.0027 mol) and 7-Methoxy-8-nitro-2,3,4,5-tetrahydro-1H-benzo[d]azepine (0.30 g, 0.0013 mol) were added. The reaction mixture was warmed to room temperature then heated to 50° C. for 18 hours. The mixture was e... The reactants are ClC1=CC=C(C=C1)C(O)(C=1N(C=CN1)S(=O)(=O)C1=CC=C(C=C1)C)C1=CC=CC=C1 (α-(p-chlorophenyl)-α-phenyl-1-(toluene-p-sulphonyl)imidazole-2-methanol), BrC1=CC=C(C=C1)C(O)(C=1N(C=CN1)S(=O)(=O)C1=CC=C(C=C1)C)C1=CC=CC=C1 (α-(p-bromophenyl)-α-phenyl-1-(toluene-p-sulphonyl)imidazole-2-methanol). Product: ClC1=CC=C(C=C1)C(O)(C=1NC=CN1)C1=CC=CC=C1 (α-(p-chlorophenyl)-α-phenylimidazole-2-methanol). RXN SMILES: [Cl:1][C:2]1[CH:7]=[CH:6][C:5]([C:8]([C:25]2[CH:30]=[CH:29][CH:28]=[CH:27][CH:26]=2)([C:10]2[N:11](S(C3C=CC(C)=CC=3)(=O)=O)[CH:12]=[CH:13][N:14]=2)[OH:9])=[CH:4][CH:3]=1.BrC1C=CC(C(C2C=CC=CC=2)(C2N(S(C3C=CC(C)=CC=3)(=O)=O)C=CN=2)O)=CC=1>>[Cl:1][C:2]1[CH:3]=[CH:4][C:5]([C:8]([C:25]2[CH:26]=[CH:27][CH:28]=[CH:29][CH:30]=2)([C:10]2[NH:14][CH:13]=[CH:12][N:11]=2)[OH:9])=[CH:6][CH:7]=1. Procedure details: Using the procedure described in Example IB but substituting an equivalent amount of α-(p-chlorophenyl)-α-phenyl-1-(toluene-p-sulphonyl)imidazole-2-methanol for the α-(p-bromophenyl)-α-phenyl-1-(toluene-p-sulphonyl)imidazole-2-methanol, α-(p-chlorophenyl)-α-phenylimidazole-2-methanol was obtained. Its melting point was 163°-165° C.